This data is from the Open Reaction Database (ORD), a public repository of structured organic reaction records. The task is: describe an organic reaction: reactants, conditions, products, and yield Starting materials: O=c1cnc2ncc(Br)cc2[nH]1, C=CCI, [K+], [K+], O=C([O-])[O-], CN(C)C=O, O. Yields the product C=CCn1c(=O)cnc2ncc(Br)cc21. As a reaction SMILES: [Br:1][c:2]1[cH:3][c:4]2[c:5]([n:6][cH:7][c:8](=[O:10])[nH:9]2)[n:11][cH:12]1.[CH2:19]([CH:20]=[CH2:21])[I:22].[K+:13].[K+:14].[O-:15][C:16]([O-:17])=[O:18].[O:24]=[CH:25][N:26]([CH3:27])[CH3:28].[OH2:23]>>[Br:1][c:2]1[cH:3][c:4]2[c:5]([n:6][cH:7][c:8](=[O:10])[n:9]2[CH2:21][CH:20]=[CH2:19])[n:11][cH:12]1. The reactants are COC1=CC=C(C(C(=O)O)=C)C=C1 (p-methoxyatropic acid), [H][H] (hydrogen), Ru((+)-BINAP)-(O2CCH3)2, C1=CC=C(C=C1)P(C2=CC=CC=C2)C3=C(C4=CC=CC=C4C=C3)C5=C(C=CC6=CC=CC=C65)P(C7=CC=CC=C7)C8=CC=CC=C8 ((+)-BINAP). Solvent: CO (methanol). The product is COC1=CC=C(C=C1)[C@H](C(=O)O)C ((2R)-(-)-2-(p-methoxyphenyl)propionic acid). Yield: 88.8%. RXN SMILES: [CH3:1][O:2][C:3]1[CH:13]=[CH:12][C:6]([C:7](=[CH2:11])[C:8]([OH:10])=[O:9])=[CH:5][CH:4]=1.C1C=CC(P(C2C=CC3C(=CC=CC=3)C=2C2C3C(=CC=CC=3)C=CC=2P(C2C=CC=CC=2)C2C=CC=CC=2)C2C=CC=CC=2)=CC=1.[H][H]>CO>[CH3:1][O:2][C:3]1[CH:4]=[CH:5][C:6]([C@@H:7]([CH3:11])[C:8]([OH:10])=[O:9])=[CH:12][CH:13]=1. Reported procedure: In a 100 ml autoclave, the inside atmosphere of which had previously been replaced with argon, were placed 0.36 g (2 mmoles) of p-methoxyatropic acid and 20 ml of methanol. Then, 7.5 mg (0.009 mmole) of Ru((+)-BINAP)-(O2CCH3)2 prepared according to the same manner as in Referential Example 3 except using (+)-BINAP in place of (-)-BINAP was added to the mixture to perform hydrogenation for 12 hours at a hydrogen pressure of 100 kg/cm2 and at a reaction temperature of 19° C. Thereafter, the solven... Yields the product c1ccc2c(N3CCCCC3)c[nH]c2c1. Starting materials: C1CCOC1, CCOC(C)=O, CC(C)[Si](C(C)C)(C(C)C)n1cc(N2CCCCC2)c2ccccc21. Reaction SMILES: [CH2:26]1[O:27][CH2:28][CH2:29][CH2:30]1.[CH3:31][CH2:32][O:33][C:34]([CH3:35])=[O:36].[N:1]1([c:7]2[cH:8][n:9]([Si:16]([CH:17]([CH3:18])[CH3:19])([CH:20]([CH3:21])[CH3:22])[CH:23]([CH3:24])[CH3:25])[c:10]3[cH:11][cH:12][cH:13][cH:14][c:15]23)[CH2:2][CH2:3][CH2:4][CH2:5][CH2:6]1>>[N:1]1([c:7]2[cH:8][nH:9][c:10]3[cH:11][cH:12][cH:13][cH:14][c:15]23)[CH2:2][CH2:3][CH2:4][CH2:5][CH2:6]1. The reactants are O=C(NC1CCC(O)CC1)c1cccc(Br)n1, CC(C)(O)c1ccc(-c2cc(C(N)=O)c(N)s2)c(F)c1. The product is CC(C)(O)c1ccc(-c2cc(C(N)=O)c(Nc3cccc(C(=O)NC4CCC(O)CC4)n3)s2)c(F)c1. As a reaction SMILES: [Br:21][c:22]1[cH:23][cH:24][cH:25][c:26]([C:28](=[O:29])[NH:30][CH:31]2[CH2:32][CH2:33][CH:34]([OH:37])[CH2:35][CH2:36]2)[n:27]1.[NH2:1][c:2]1[s:3][c:4](-[c:10]2[c:11]([F:20])[cH:12][c:13]([C:16]([CH3:17])([CH3:18])[OH:19])[cH:14][cH:15]2)[cH:5][c:6]1[C:7](=[O:8])[NH2:9]>>[NH:1]([c:2]1[s:3][c:4](-[c:10]2[c:11]([F:20])[cH:12][c:13]([C:16]([CH3:17])([CH3:18])[OH:19])[cH:14][cH:15]2)[cH:5][c:6]1[C:7](=[O:8])[NH2:9])[c:22]1[cH:23][cH:24][cH:25][c:26]([C:28](=[O:29])[NH:30][CH:31]2[CH2:32][CH2:33][CH:34]([OH:37])[CH2:35][CH2:36]2)[n:27]1. The reactants are CCCO, N#Cc1cc(Br)cc(Oc2c(Cl)ccc(CN)c2F)c1. Yields the product C=C(C)c1cc(C#N)cc(Oc2c(Cl)ccc(CN)c2F)c1. Reaction SMILES: [CH2:21]([CH2:22][CH3:23])[OH:24].[NH2:1][CH2:2][c:3]1[c:4]([F:20])[c:5]([O:10][c:11]2[cH:12][c:13]([C:14]#[N:15])[cH:16][c:17]([Br:19])[cH:18]2)[c:6]([Cl:9])[cH:7][cH:8]1>>[NH2:1][CH2:2][c:3]1[c:4]([F:20])[c:5]([O:10][c:11]2[cH:12][c:13]([C:14]#[N:15])[cH:16][c:17]([C:22](=[CH2:21])[CH3:23])[cH:18]2)[c:6]([Cl:9])[cH:7][cH:8]1.